This data is from the Open Reaction Database (ORD), a public repository of structured organic reaction records. The task is: describe an organic reaction: reactants, conditions, products, and yield Starting materials: C(C1=CC=CC=C1)OCC1=CC(=NC=N1)OC=1C(=C2C=C(NC2=CC1)C)F (5-(6-benzyloxymethyl-pyrimidin-4-yloxy)-4-fluoro-2-methyl-1H-indole). Run in CS(=O)(=O)O (methane sulfonic acid), CCOC(=O)C (EtOAc), C(=O)(O)[O-].[Na+] (NaHCO3). Conditions: temperature 100 celsius. Product: FC1=C2C=C(NC2=CC=C1OC1=CC(=NC=N1)CO)C ([6-(4-Fluoro-2-methyl-1H-indol-5-yloxy)-pyrimidin-4-yl]-methanol). Reaction SMILES: C([O:8][CH2:9][C:10]1[N:15]=[CH:14][N:13]=[C:12]([O:16][C:17]2[C:18]([F:27])=[C:19]3[C:23](=[CH:24][CH:25]=2)[NH:22][C:21]([CH3:26])=[CH:20]3)[CH:11]=1)C1C=CC=CC=1>CS(O)(=O)=O.CCOC(C)=O.C([O-])(O)=O.[Na+]>[F:27][C:18]1[C:17]([O:16][C:12]2[N:13]=[CH:14][N:15]=[C:10]([CH2:9][OH:8])[CH:11]=2)=[CH:25][CH:24]=[C:23]2[C:19]=1[CH:20]=[C:21]([CH3:26])[NH:22]2 |f:3.4|. Procedure details: In a 20 mL microwave vial is placed 5-(6-benzyloxymethyl-pyrimidin-4-yloxy)-4-fluoro-2-methyl-1H-indole (2.59 g, 7.13 mmol) in methane sulfonic acid (15 ml) and the solution is heated in a microwave reactor at 100° C. for 5 min. The reaction is then diluted with 250 mL EtOAc and saturated aqueous NaHCO3. The aqueous layer is washed with EtOAc (4×100 mL). The organic phases are combined, washed with (2×150 mL) water, followed by (1×60 mL brine), dried over Na2SO4, and concentrated in vacuo. The r... Reactants: C(C)OC(CC1(CN(CC1)C(=O)OCC1=CC=CC=C1)NS(=O)(=O)C1=CC=C(C=C1)CCCCC)=O (benzyl 3-(2-ethoxy-2-oxoethyl)-3-(4-pentylphenylsulfonamido)-pyrrolidine-1-carboxylate). The reagents and catalysts are [Pd] (Pd/C). Solvent: CCO (EtOH). Conditions: time 24 hour. Yields the product C(CCCC)C1=CC=C(C=C1)S(=O)(=O)NC1(CNCC1)CC(=O)OCC (ethyl 2-(3-(4-pentylphenylsulfonamido)pyrrolidin-3-yl)acetate). Isolated yield 62.5%. RXN SMILES: [CH2:1]([O:3][C:4](=[O:36])[CH2:5][C:6]1([NH:21][S:22]([C:25]2[CH:30]=[CH:29][C:28]([CH2:31][CH2:32][CH2:33][CH2:34][CH3:35])=[CH:27][CH:26]=2)(=[O:24])=[O:23])[CH2:10][CH2:9][N:8](C(OCC2C=CC=CC=2)=O)[CH2:7]1)[CH3:2]>CCO.[Pd]>[CH2:31]([C:28]1[CH:29]=[CH:30][C:25]([S:22]([NH:21][C:6]2([CH2:5][C:4]([O:3][CH2:1][CH3:2])=[O:36])[CH2:10][CH2:9][NH:8][CH2:7]2)(=[O:23])=[O:24])=[CH:26][CH:27]=1)[CH2:32][CH2:33][CH2:34][CH3:35]. Procedure: A solution of benzyl 3-(2-ethoxy-2-oxoethyl)-3-(4-pentylphenylsulfonamido)-pyrrolidine-1-carboxylate (120 mg, 0.23 mmol) in EtOH (5 mL) was purged with nitrogen and Pd/C (25 mg) was added and the flask was purged with hydrogen and stirred for 24 h. The mixture was filtered through celite and concentrated. The residue was dissolved into H2O and lyophilized to give the title compound as a white solid (55 mg, 62%). MS ESI 383.2 [M+H]+, calcd for [C19H30N2O4S+H]+ 383.19. Reactants: CC(C)C[Al+]CC(C)C, Cc1ccccc1, CCOC(C)=O, COC(=O)c1c[nH]c(-c2ccc(C3CCCCC3)cc2)c1, Cl, [H-], C1CCOC1. Product: OCc1c[nH]c(-c2ccc(C3CCCCC3)cc2)c1. RXN SMILES: [CH2:23]([Al+:24][CH2:25][CH:26]([CH3:27])[CH3:28])[CH:29]([CH3:30])[CH3:31].[CH3:38][c:39]1[cH:40][cH:41][cH:42][cH:43][cH:44]1.[CH3:45][CH2:46][O:47][C:48](=[O:49])[CH3:50].[CH:1]1([c:7]2[cH:8][cH:9][c:10](-[c:13]3[cH:14][c:15]([C:18](=[O:19])[O:20][CH3:21])[cH:16][nH:17]3)[cH:11][cH:12]2)[CH2:2][CH2:3][CH2:4][CH2:5][CH2:6]1.[ClH:32].[H-:22].[O:33]1[CH2:34][CH2:35][CH2:36][CH2:37]1>>[CH:1]1([c:7]2[cH:8][cH:9][c:10](-[c:13]3[cH:14][c:15]([CH2:18][OH:19])[cH:16][nH:17]3)[cH:11][cH:12]2)[CH2:2][CH2:3][CH2:4][CH2:5][CH2:6]1.